Task: describe an organic reaction: reactants, conditions, products, and yield. Dataset: the Open Reaction Database (ORD), a public repository of structured organic reaction records Run in CN(C=O)C (dimethylformamide), CN(C=O)C (dimethylformamide), CN(C=O)C (dimethylformamide). The reactants are [H-].[Na+] (sodium hydride), FC1=C(C#N)C(=CC=C1)F (2,6-difluorobenzonitrile), ice water, BrC=1C=C(CO)C=CC1 (3-Bromobenzyl alcohol). Conditions: time 30 minute. Procedure: 3-Bromobenzyl alcohol (1.45 mg; 7.9 mmol) in dimethylformamide was added to a cooled (0° C.) slurry of sodium hydride (316 mg; 7.9 mmol) in dimethylformamide under nitrogen atmosphere. The reaction mixture was slowly warmed to room temperature, stirred for 30 min. The reaction mixture was then added to a cooled (0° C.) solution of 2,6-difluorobenzonitrile in dimethylformamide, stirred for 2 hours at room temperature. The reaction mixture was poured on crushed ice-water, stirred, filtered, washed... Reaction SMILES: [Br:1][C:2]1[CH:3]=[C:4]([CH:7]=[CH:8][CH:9]=1)[CH2:5][OH:6].[H-].[Na+].[F:12][C:13]1[CH:20]=[CH:19][CH:18]=[C:17](F)[C:14]=1[C:15]#[N:16]>CN(C)C=O>[F:12][C:13]1[CH:20]=[CH:19][CH:18]=[C:17]([O:6][CH2:5][C:4]2[CH:7]=[CH:8][CH:9]=[C:2]([Br:1])[CH:3]=2)[C:14]=1[C:15]#[N:16] |f:1.2|. The product is FC1=C(C#N)C(=CC=C1)OCC1=CC(=CC=C1)Br (2-fluoro-6-(3-bromophenylmethoxy)benzonitrile). Reaction SMILES: [Cl:24][c:25]1[n:26][cH:27][c:28](-[c:31]2[cH:32][cH:33][cH:34][cH:35][cH:36]2)[cH:29][n:30]1.[ClH:37].[NH2:1][CH:2]1[CH2:3][CH2:4][N:5]([CH2:8][C:9]23[c:10]4[cH:11][cH:12][cH:13][cH:14][c:15]4[CH:16]([c:17]4[cH:18][cH:19][cH:20][cH:21][c:22]42)[CH2:23]3)[CH2:6][CH2:7]1>>[NH:1]([CH:2]1[CH2:3][CH2:4][N:5]([CH2:8][C:9]23[c:10]4[cH:11][cH:12][cH:13][cH:14][c:15]4[CH:16]([c:17]4[cH:18][cH:19][cH:20][cH:21][c:22]42)[CH2:23]3)[CH2:6][CH2:7]1)[c:25]1[n:26][cH:27][c:28](-[c:31]2[cH:32][cH:33][cH:34][cH:35][cH:36]2)[cH:29][n:30]1. The reactants are Clc1ncc(-c2ccccc2)cn1, Cl, NC1CCN(CC23CC(c4ccccc42)c2ccccc23)CC1. Yields the product c1ccc(-c2cnc(NC3CCN(CC45CC(c6ccccc64)c4ccccc45)CC3)nc2)cc1. Reactants: CC(=O)OCC1OC(n2cnc3c(Cl)nc(N)nc32)C(OC(C)=O)C1OC(C)=O, CCCCCON=O, CC#N, ICI. The product is CC(=O)OCC1OC(n2cnc3c(Cl)nc(I)nc32)C(OC(C)=O)C1OC(C)=O. As a reaction SMILES: [C:1]([CH3:2])(=[O:3])[O:4][CH:5]1[CH:6]([n:19]2[c:20]3[n:21][c:22]([NH2:29])[n:23][c:24]([Cl:28])[c:25]3[n:26][cH:27]2)[O:7][CH:8]([CH2:14][O:15][C:16]([CH3:17])=[O:18])[CH:9]1[O:10][C:11]([CH3:12])=[O:13].[CH3:33][CH2:34][CH2:35][CH2:36][CH2:37][O:38][N:39]=[O:40].[CH3:41][C:42]#[N:43].[I:30][CH2:31][I:32]>>[C:1]([CH3:2])(=[O:3])[O:4][CH:5]1[CH:6]([n:19]2[c:20]3[n:21][c:22]([I:30])[n:23][c:24]([Cl:28])[c:25]3[n:26][cH:27]2)[O:7][CH:8]([CH2:14][O:15][C:16]([CH3:17])=[O:18])[CH:9]1[O:10][C:11]([CH3:12])=[O:13].